This data is from the Open Reaction Database (ORD), a public repository of structured organic reaction records. The task is: describe an organic reaction: reactants, conditions, products, and yield The reactants are [Br-], N#CCCCBr, [Mg+]Cc1ccccc1, Cc1ccccc1, CCOCC. Yields the product c1ccc(CC2=NCCC2)cc1. Reaction SMILES: [Br-:7].[Br:1][CH2:2][CH2:3][CH2:4][C:5]#[N:6].[CH2:8]([c:9]1[cH:10][cH:11][cH:12][cH:13][cH:14]1)[Mg+:15].[CH3:16][c:17]1[cH:18][cH:19][cH:20][cH:21][cH:22]1.[CH3:23][CH2:24][O:25][CH2:26][CH3:27]>>[C:2]1([CH2:8][c:9]2[cH:10][cH:11][cH:12][cH:13][cH:14]2)=[N:6][CH2:5][CH2:4][CH2:3]1.